This data is from the Open Reaction Database (ORD), a public repository of structured organic reaction records. The task is: describe an organic reaction: reactants, conditions, products, and yield Reactants: COC(CN(C(=O)OC(C)(C)C)C1=CC=C(C=C1)O)=O (N- Boc-p-hydroxyphenylglycine methyl ester), C([O-])([O-])=O.[K+].[K+] (potassium carbonate), ice water, BrCCCN1C(C=2C(C1=O)=CC=CC2)=O (N-(3-bromopropyl)phthalimide). Solvent: CN(C)C=O (DMF). Conditions: temperature 100 celsius. Product: COC(CN(C(=O)OC(C)(C)C)C1=CC=C(C=C1)OCCCN1C(C=2C(C1=O)=CC=CC2)=O)=O (N-Boc-4-(3-phthalimidopropyloxy)phenylglycine methyl ester). Reaction SMILES: [CH3:1][O:2][C:3](=[O:20])[CH2:4][N:5]([C:13]1[CH:18]=[CH:17][C:16]([OH:19])=[CH:15][CH:14]=1)[C:6]([O:8][C:9]([CH3:12])([CH3:11])[CH3:10])=[O:7].C(=O)([O-])[O-].[K+].[K+].Br[CH2:28][CH2:29][CH2:30][N:31]1[C:35](=[O:36])[C:34]2=[CH:37][CH:38]=[CH:39][CH:40]=[C:33]2[C:32]1=[O:41]>CN(C=O)C>[CH3:1][O:2][C:3](=[O:20])[CH2:4][N:5]([C:13]1[CH:18]=[CH:17][C:16]([O:19][CH2:28][CH2:29][CH2:30][N:31]2[C:35](=[O:36])[C:34]3=[CH:37][CH:38]=[CH:39][CH:40]=[C:33]3[C:32]2=[O:41])=[CH:15][CH:14]=1)[C:6]([O:8][C:9]([CH3:12])([CH3:10])[CH3:11])=[O:7] |f:1.2.3|. Reported procedure: To 10 ml of anhydrous DMF were added 2.8 g of N- Boc-p-hydroxyphenylglycine methyl ester and 1.38 g (1.0 eq) of anhydrous potassium carbonate, followed by addition of 2.68 g (1.0 eq.) of N-(3-bromopropyl)phthalimide. The mixture was heated at 100° C. for 1 hour. The reaction mixture was poured into ice water, and the mixture was extracted with ethyl acetate. The organic layer was washed with water and a saturated aqueous solution of sodium chloride, and dried. Thereafter, the solvent was distill... The reactants are O (water), C([O-])(O)=O.[Na+] (sodium bicarbonate), [I-].[K+] (potassium iodide), BrCCCCCC(=O)NC1=CC=C(C=C1)C(F)(F)F (6-bromo-N-[4-(trifluoromethyl)phenyl]hexanamide). The solvent is CS(=O)C (dimethylsulfoxide). The product is O=CCCCCC(=O)NC1=CC=C(C=C1)C(F)(F)F (6-Oxo-N-[4-(trifluoromethyl)phenyl]-hexanamide). As a reaction SMILES: C(=O)(O)[O-:2].[Na+].[I-].[K+].Br[CH2:9][CH2:10][CH2:11][CH2:12][CH2:13][C:14]([NH:16][C:17]1[CH:22]=[CH:21][C:20]([C:23]([F:26])([F:25])[F:24])=[CH:19][CH:18]=1)=[O:15].O>CS(C)=O>[O:2]=[CH:9][CH2:10][CH2:11][CH2:12][CH2:13][C:14]([NH:16][C:17]1[CH:22]=[CH:21][C:20]([C:23]([F:26])([F:25])[F:24])=[CH:19][CH:18]=1)=[O:15] |f:0.1,2.3|. Reported procedure: A solution of sodium bicarbonate (0.250 g), potassium iodide (0.050 g), and 6-bromo-N-[4-(trifluoromethyl)phenyl]hexanamide (1.00 g) in dimethylsulfoxide (15 mL) was heated at 125°-130° C. for 3.5 hours while stirring under a nitrogen atmosphere. The reaction was treated with water (75 mL) and extracted with ether. The ether extract was washed with brine (50 mL), dried over sodium sulfate after adding dichloromethane (30 mL), filtered, and concentrated in vacuo. Chromatography using 50/50 ethyl ... Starting materials: CCN(C(C)C)C(C)C (DIPEA), C=1C=CC2=C(C1)N=NN2O (HOBT), COCC(=O)O (methoxyacetic acid), CCN=C=NCCCN(C)C (EDAC), N[C@H]1[C@@H](CC2=CC=CC=C12)NC(=O)C1=CC2=C(N1)C(=C(S2)Cl)Cl (N-[(1R,2R)-1-amino-2,3-dihydro-1H-inden-2-yl]-2,3-dichloro-4H-thieno[3,2-b]pyrrole-5-carboxamide). Solvent: C(Cl)Cl (DCM). Conditions: time 16 hour. Product: ClC1=C(C=2NC(=CC2S1)C(=O)N[C@H]1[C@@H](C2=CC=CC=C2C1)NC(COC)=O)Cl (2,3-Dichloro-N-((1R,2R)-1-{[(methyloxy)acetyl]amino}-2,3-dihydro-1H-inden-2-yl)-4H-thieno[3,2-b]pyrrole-5-carboxamide). The yield is 20.1%. Reaction SMILES: CCN(C(C)C)C(C)C.C1C=CC2N(O)N=NC=2C=1.[CH3:20][O:21][CH2:22][C:23]([OH:25])=O.CCN=C=NCCCN(C)C.[NH2:37][C@@H:38]1[C:46]2[C:41](=[CH:42][CH:43]=[CH:44][CH:45]=2)[CH2:40][C@H:39]1[NH:47][C:48]([C:50]1[NH:54][C:53]2[C:55]([Cl:59])=[C:56]([Cl:58])[S:57][C:52]=2[CH:51]=1)=[O:49]>C(Cl)Cl>[Cl:58][C:56]1[S:57][C:52]2[CH:51]=[C:50]([C:48]([NH:47][C@@H:39]3[CH2:40][C:41]4[C:46](=[CH:45][CH:44]=[CH:43][CH:42]=4)[C@H:38]3[NH:37][C:23](=[O:25])[CH2:22][O:21][CH3:20])=[O:49])[NH:54][C:53]=2[C:55]=1[Cl:59]. Reported procedure: DIPEA (180 μL, 1.05 mmol), HOBT (68 mg, 0.5 mmol), methoxyacetic acid (0.5 mmol, 38 μL) and EDAC (120 mg, 0.63 mmol) were added to a suspension of N-[(1R,2R)-1-amino-2,3-dihydro-1H-inden-2-yl]-2,3-dichloro-4H-thieno[3,2-b]pyrrole-5-carboxamide (Method 8, 240 mg, 0.5 mmol) in anhydrous DCM (7 mL). The reaction was stirred at ambient temperature for approximately 16 h. The volatiles were removed by evaporation under reduced pressure, the residue dissolved in EtOAc (10 mL), washed with water (2×10 ... Starting materials: S(=O)(Cl)Cl (thionyl chloride), OC=1C=C(C=CC(=O)Cl)C=CC1O (3,4-dihydroxycinnamic acid chloride), [C@H]1([C@H](O)[C@@H](O)[C@H](O)[C@H](O1)CO)O[C@H]1[C@@H]([C@H]([C@@H](O[C@@H]1CO)Br)O)O (4-O-α-D-glucopyranosyl-β-D-glucopyranosyl bromide), heptaacetate, [N-]=[N+]=[N-].[Na+] (sodium azide). Solvent: CN(C=O)C (dimethylformamide), CS(=O)C (dimethylsulfoxide). Product: [C@H]1([C@H](O)[C@@H](O)[C@H](O)[C@H](O1)CO)O[C@H]1[C@@H]([C@H]([C@@H](O[C@@H]1CO)N=[N+]=[N-])O)O (4-O-α-D-glucopyranosyl-β-D-glucopyranosylazide), heptaacetate. As a reaction SMILES: OC1C=C(C=CC=1O)C=CC(Cl)=O.S(Cl)(Cl)=O.[C@H:18]1([O:29][C@@H:30]2[C@@H:35]([CH2:36][OH:37])[O:34][C@@H:33](Br)[C@H:32]([OH:39])[C@H:31]2[OH:40])[O:26][C@H:25]([CH2:27][OH:28])[C@@H:23]([OH:24])[C@H:21]([OH:22])[C@H:19]1[OH:20].[N-:41]=[N+:42]=[N-:43].[Na+]>CN(C)C=O.CS(C)=O>[C@H:18]1([O:29][C@@H:30]2[C@@H:35]([CH2:36][OH:37])[O:34][C@@H:33]([N:41]=[N+:42]=[N-:43])[C@H:32]([OH:39])[C@H:31]2[OH:40])[O:26][C@H:25]([CH2:27][OH:28])[C@@H:23]([OH:24])[C@H:21]([OH:22])[C@H:19]1[OH:20] |f:3.4|. Procedure details: A method for producing compounds of the formula: ##STR8## wherein A is selected from the group consisting of alkali metal cations and alkaline earth metal cations which comprises reacting 3,4-dihydroxycinnamic acid with acetic anhydride in pyridine for 18-30 hours, in organic solvents, giving 3,4-dihydroxycinnamic acid, diacetate, then converting to 3,4-dihydroxycinnamic acid chloride by treating with thionyl chloride in dimethylformamide at -20° to -18° C. for 30-90 minutes; reacting 4-O-α-D-gl... Starting materials: C(C)OC(=O)C1(CCC=[N+]1[O-])C (5-Ethoxycarbonyl-5-methyl-1-pyrroline N-oxide), COC=1C=C(C(=O)O)C=CC1OC (3,4 dimethoxybenzoic acid), NC(=O)N (urea), C(C)OC(=O)C1(CCC=[N+]1[O-])C (5-Ethoxycarbonyl-5-methyl-1-pyrroline N-oxide), [OH-].[NH4+] (ammonium hydroxide). Yields the product C(N)(=O)C1(CCC=[N+]1[O-])C (5-Carbamoyl-5-methyl-1-pyrroline N-oxide). RXN SMILES: C([O:3][C:4]([C:6]1([CH3:12])[N+:10]([O-:11])=[CH:9][CH2:8][CH2:7]1)=O)C.[OH-].[NH4+].COC1C=C(C=CC=1OC)C(O)=O.[NH2:28]C(N)=O>CO.C(OCC)(=O)C>[C:4]([C:6]1([CH3:12])[N+:10]([O-:11])=[CH:9][CH2:8][CH2:7]1)(=[O:3])[NH2:28] |f:1.2,5.6|. Procedure details: AMPO was prepared from EMPO based on the procedure described previously with minor modification.2 A solution of 0.5 g of EMPO was mixed with 10 mL of concentrated ammonium hydroxide in a sealed tube for 5 days at room temperature with shaking. The mixture was rotary evaporated to yield a viscous dark oil and passed through a silica gel column (200-400 mesh 60 Å) twice using methanol-ethyl acetate (30:70) as solvent. White crystalline product was obtained (0.10 g, 24%), mp. 134-135° C. (lit. 137°... Run in CO.C(C)(=O)OCC (methanol ethyl acetate). Reactants: N1=C(C=CC=C1)NCCCOC=1C=C2C=C(NC2=CC1)CC(C(=O)OC)CCC (methyl 2-({5-[3-(2-pyridylamino)propoxy]indolyl}methyl)pentanoate), [OH-].[Na+] (NaOH). The solvent is CO (methanol), O (H2O). Reaction conditions: time 8 hour. Yields the product N1=C(C=CC=C1)NCCCOC=1C=C2C=C(NC2=CC1)CC(C(=O)O)CCC (2-({5-[3-(2-Pyridylamino)propoxy]indolyl}methyl)pentanoic acid). The yield is 720.9%. RXN SMILES: [N:1]1[CH:6]=[CH:5][CH:4]=[CH:3][C:2]=1[NH:7][CH2:8][CH2:9][CH2:10][O:11][C:12]1[CH:13]=[C:14]2[C:18](=[CH:19][CH:20]=1)[NH:17][C:16]([CH2:21][CH:22]([CH2:27][CH2:28][CH3:29])[C:23]([O:25]C)=[O:24])=[CH:15]2.[OH-].[Na+]>CO.O>[N:1]1[CH:6]=[CH:5][CH:4]=[CH:3][C:2]=1[NH:7][CH2:8][CH2:9][CH2:10][O:11][C:12]1[CH:13]=[C:14]2[C:18](=[CH:19][CH:20]=1)[NH:17][C:16]([CH2:21][CH:22]([CH2:27][CH2:28][CH3:29])[C:23]([OH:25])=[O:24])=[CH:15]2 |f:1.2|. Procedure details: To a solution of methyl 2-({5-[3-(2-pyridylamino)propoxy]indolyl}methyl)pentanoate (0.015 g, 0.004 mmol), as prepared in the preceding step, in methanol (2.0 mL) was added a solution of NaOH (0.1 g, 2.5 mmol) in H2O (0.3 mL), and the reaction was stirred at ambient temperature overnight. After evaporating the solvent in vacuo, the residue is taken up in H2O (5 mL) and acidified to pH 4-5 with 10% HCl, and extracted with ethyl acetate (2×15 mL). The combined organic layers were washed with brine,... The reactants are C=C(C)C(=O)N=C=O, CN, ClC(Cl)Cl, ClCCCl. The product is C=C(C)C(=O)NC(=O)NC. RXN SMILES: [C:3]([C:4](=[CH2:5])[CH3:6])(=[O:7])[N:8]=[C:9]=[O:10].[CH3:1][NH2:2].[CH:11]([Cl:12])([Cl:13])[Cl:14].[Cl:15][CH2:16][CH2:17][Cl:18]>>[CH3:1][NH:2][C:9]([NH:8][C:3]([C:4](=[CH2:5])[CH3:6])=[O:7])=[O:10]. Starting materials: BrC=1N=C(C=2N(C1)C=CN2)Br (6,8-dibromoimidazo[1,2-a]pyrazine), O (Water), [H-].[Na+] (Sodium hydride), C1(=CC=C(C=C1)C=1N=CNC1)C (4-p-tolyl-1H-imidazole). The solvent is CN(C)C=O (DMF), C(C)OCC (diethyl ether), CN(C)C=O (N,N,-dimethylformamide). Conditions: time 0.5 hour. The product is BrC=1N=C(C=2N(C1)C=CN2)N2C=NC(=C2)C2=CC=C(C=C2)C (6-Bromo-8-(4-p-tolyl-imidazol-1-yl)-imidazo[1,2-a]pyrazine). The yield is 84.5%. As a reaction SMILES: [H-].[Na+].[C:3]1([CH3:14])[CH:8]=[CH:7][C:6]([C:9]2[N:10]=[CH:11][NH:12][CH:13]=2)=[CH:5][CH:4]=1.[Br:15][C:16]1[N:17]=[C:18](Br)[C:19]2[N:20]([CH:22]=[CH:23][N:24]=2)[CH:21]=1.O>CN(C=O)C.C(OCC)C>[Br:15][C:16]1[N:17]=[C:18]([N:12]2[CH:13]=[C:9]([C:6]3[CH:5]=[CH:4][C:3]([CH3:14])=[CH:8][CH:7]=3)[N:10]=[CH:11]2)[C:19]2[N:20]([CH:22]=[CH:23][N:24]=2)[CH:21]=1 |f:0.1|. Procedure: Sodium hydride (NaH) (144 milligrams (mg) of a 60% dispersion in mineral oil) is added to a solution of 4-p-tolyl-1H-imidazole (571 mg) in N,N,-dimethylformamide (DMF) (10 ml) and the mixture is stirred at room temperature (rt) for 0.5 hr. A solution of 6,8-dibromoimidazo[1,2-a]pyrazine (3) (1.0 g) in DMF (10 ml) is added. The mixture is stirred at room temperature (rt) for 16 hr. Water (50 ml) is added and the mixture is extracted with ethyl acetate (3×70 ml); extracts are washed with water (2×...